Dataset: the Open Reaction Database (ORD), a public repository of structured organic reaction records. Task: describe an organic reaction: reactants, conditions, products, and yield Isolated yield 96.3%. Procedure: A solution of 1.3 g of 3β-acetylthio-androst-4-en-17-one (IV-a, Prep 7) in 20 ml of methanol, was saturated with gaseous ammonia and kept on standing for 3 hrs at room temperature. The mixture was evaporated to dryness under reduced pressure and purified by flash-chromatography (SiO2) using n-hexane/ethyl acetate 95/5 as eluant to give 1.1 g of the title compound (IIIa) as a white solid. The reactants are C(C)(=O)S[C@@H]1C=C2CC[C@H]3[C@@H]4CCC([C@@]4(C)CC[C@@H]3[C@]2(CC1)C)=O (3β-acetylthio-androst-4-en-17-one), N (ammonia). Solvent: CO (methanol). Run at time 3 hour. Yields the product S[C@@H]1C=C2CC[C@H]3[C@@H]4CCC([C@@]4(C)CC[C@@H]3[C@]2(CC1)C)=O (3β-Mercapto-androst-4-en-17-one). RXN SMILES: C([S:4][C@H:5]1[CH2:22][CH2:21][C@@:20]2([CH3:23])[C:7]([CH2:8][CH2:9][C@@H:10]3[C@@H:19]2[CH2:18][CH2:17][C@@:15]2([CH3:16])[C@H:11]3[CH2:12][CH2:13][C:14]2=[O:24])=[CH:6]1)(=O)C.N>CO>[SH:4][C@H:5]1[CH2:22][CH2:21][C@@:20]2([CH3:23])[C:7]([CH2:8][CH2:9][C@@H:10]3[C@@H:19]2[CH2:18][CH2:17][C@@:15]2([CH3:16])[C@H:11]3[CH2:12][CH2:13][C:14]2=[O:24])=[CH:6]1. The reactants are CC(=O)O, ClC(Cl)Cl, O=C1CCC(=O)N1I, CN(C)C1CCN(c2cc(N)c(C#N)cc2-c2ccccc2)C1, [Na+], [OH-]. The product is CN(C)C1CCN(c2c(-c3ccccc3)cc(C#N)c(N)c2I)C1. RXN SMILES: [CH3:38][C:39](=[O:40])[OH:41].[CH:32]([Cl:33])([Cl:34])[Cl:35].[I:24][N:25]1[C:26](=[O:27])[CH2:28][CH2:29][C:30]1=[O:31].[NH2:1][c:2]1[c:3]([C:22]#[N:23])[cH:4][c:5](-[c:16]2[cH:17][cH:18][cH:19][cH:20][cH:21]2)[c:6]([N:8]2[CH2:9][CH:10]([N:13]([CH3:14])[CH3:15])[CH2:11][CH2:12]2)[cH:7]1.[Na+:37].[OH-:36]>>[NH2:1][c:2]1[c:3]([C:22]#[N:23])[cH:4][c:5](-[c:16]2[cH:17][cH:18][cH:19][cH:20][cH:21]2)[c:6]([N:8]2[CH2:9][CH:10]([N:13]([CH3:14])[CH3:15])[CH2:11][CH2:12]2)[c:7]1[I:24]. Reactants: C(C)(=O)OCC (ethyl acetate), COC(C1=C(C=CC=C1Cl)CBr)=O (2-bromomethyl-6-chloro-benzoic acid methyl ester), C1(=CC=CC=C1)CCCN (3-phenyl-propylamine), C(=O)([O-])[O-].[K+].[K+] (K2CO3). Solvent: C1(=CC=CC=C1)C (toluene), CCCCCC (hexane). Run at temperature 100 celsius, time 2 hour. Product: ClC=1C=CC=C2CN(C(C12)=O)CCCC1=CC=CC=C1 (7-chloro-2-(3-phenyl-propyl)-2,3-dihydro-isoindol-1-one). Yield: 84.0%. As a reaction SMILES: CO[C:3](=[O:13])[C:4]1[C:9]([Cl:10])=[CH:8][CH:7]=[CH:6][C:5]=1[CH2:11]Br.[C:14]1([CH2:20][CH2:21][CH2:22][NH2:23])[CH:19]=[CH:18][CH:17]=[CH:16][CH:15]=1.C([O-])([O-])=O.[K+].[K+].C(OCC)(=O)C>C1(C)C=CC=CC=1.CCCCCC>[Cl:10][C:9]1[CH:8]=[CH:7][CH:6]=[C:5]2[C:4]=1[C:3](=[O:13])[N:23]([CH2:22][CH2:21][CH2:20][C:14]1[CH:19]=[CH:18][CH:17]=[CH:16][CH:15]=1)[CH2:11]2 |f:2.3.4|. Procedure details: A mixture of 2-bromomethyl-6-chloro-benzoic acid methyl ester (0.132 g, 0.5 mmol), 3-phenyl-propylamine (0.081 mL, 0.6 mmol), and K2CO3 (0.207 g, 1.5 mmol) in toluene (5 mL) was heated with stirring at 100° C. for 2 h. Workup and silica gel column chromatography using 30% ethyl acetate in hexane afforded 7-chloro-2-(3-phenyl-propyl)-2,3-dihydro-isoindol-1-one (0.120 g, 84%). 1H NMR (300 MHz, CDCl3): δ (ppm) 2.01 (m, 2H), 2.68 (t, 2H), 3.66 (t, 2H), 4.28 (s, 2H), 7.14-7.44 (m, 8H). GC-MS: m/z 285... The reactants are BrC=1C(=CC2=C(C=3N(C4CC2C4)C(=C(N3)C(=O)N)I)C1)F (10-bromo-9-fluoro-3-iodo-6,7-dihydro-5H-5,7-methanobenzo[c]imidazo[1,2-a]azepine-2-carboxamide), PdCl2-[P(o-Tol)3]2, [Cl-].[NH4+] (ammonium chloride), [Br-].C1(CC1)[Zn+] (cyclopropylzinc bromide). The reagents and catalysts are [Zn] (zinc), [Zn] (zinc). Run in CC(=O)N(C)C (DMA), O (water). Conditions: time 15 minute. The product is BrC=1C(=CC2=C(C=3N(C4CC2C4)C(=C(N3)C(=O)N)C3CC3)C1)F (10-bromo-3-cyclopropyl-9-fluoro-6,7-dihydro-5H-5,7-methanobenzo[c]imidazo[1,2-a]azepine-2-carboxamide). As a reaction SMILES: [Br:1][C:2]1[C:3]([F:21])=[CH:4][C:5]2[CH:11]3[CH2:12][CH:9]([CH2:10]3)[N:8]3[C:13](I)=[C:14]([C:16]([NH2:18])=[O:17])[N:15]=[C:7]3[C:6]=2[CH:20]=1.[Br-].[CH:23]1([Zn+])[CH2:25][CH2:24]1.[Cl-].[NH4+]>CC(N(C)C)=O.O.[Zn]>[Br:1][C:2]1[C:3]([F:21])=[CH:4][C:5]2[CH:11]3[CH2:12][CH:9]([CH2:10]3)[N:8]3[C:13]([CH:23]4[CH2:25][CH2:24]4)=[C:14]([C:16]([NH2:18])=[O:17])[N:15]=[C:7]3[C:6]=2[CH:20]=1 |f:1.2,3.4|. Procedure: A solution of 10-bromo-9-fluoro-3-iodo-6,7-dihydro-5H-5,7-methanobenzo[c]imidazo[1,2-a]azepine-2-carboxamide (2.0 g, 4.3 mmol) in 15 mL dry DMA with PdCl2-[P(o-Tol)3]2 (210 mg, 0.26 mmol) was sparged with nitrogen gas then treated with a solution of cyclopropylzinc bromide (19 mL, 9.5 mmol, 0.5 M in THF) over 10 min. The mixture was heated at 50° C. for 40 min at which time 10 mL of additional zinc reagent (5 mmols, 1.16 eq) was added at 50° C. with sparging nitrogen. After 15 min, an additional... Reaction SMILES: [C:1]([C:5]1[CH:9]=[C:8]([NH:10][C:11]([NH:13][C:14]2[CH:30]=[CH:29][C:17]([O:18][C:19]3[CH:24]=[CH:23][N:22]=[C:21]([C:25]([NH:27][CH3:28])=[O:26])[CH:20]=3)=[CH:16][C:15]=2[F:31])=[O:12])[N:7]([C:32]2[CH:37]=[CH:36][CH:35]=[C:34]([CH2:38][OH:39])[CH:33]=2)[N:6]=1)([CH3:4])([CH3:3])[CH3:2].[S:40](=[O:44])(=[O:43])([OH:42])[OH:41]>CC(C)=O.C(OCC)(=O)C>[S:40]([OH:44])([OH:43])(=[O:42])=[O:41].[C:1]([C:5]1[CH:9]=[C:8]([NH:10][C:11]([NH:13][C:14]2[CH:30]=[CH:29][C:17]([O:18][C:19]3[CH:24]=[CH:23][N:22]=[C:21]([C:25]([NH:27][CH3:28])=[O:26])[CH:20]=3)=[CH:16][C:15]=2[F:31])=[O:12])[N:7]([C:32]2[CH:37]=[CH:36][CH:35]=[C:34]([CH2:38][OH:39])[CH:33]=2)[N:6]=1)([CH3:4])([CH3:2])[CH3:3] |f:4.5|. Product: S(=O)(=O)(O)O.C(C)(C)(C)C1=NN(C(=C1)NC(=O)NC1=C(C=C(OC2=CC(=NC=C2)C(=O)NC)C=C1)F)C1=CC(=CC=C1)CO (4-{4-[({3-tert-Butyl-1-[3-(hydroxymethyl)phenyl]-1H-pyrazol-5-yl}carbamoyl)-amino]-3-fluorophenoxy}-N-methylpyridine-2-carboxamide, hydrogen sulfate salt), salt. Solvent: CC(=O)C (acetone), C(C)(=O)OCC (ethyl acetate). Procedure details: To a solution of (4-{4-[({3-tert-butyl-1-[3-(hydroxymethyl)phenyl]-1H-pyrazol-5-yl}carbamoyl)amino]-3-fluorophenoxy}-N-methylpyridine-2-carboxamide, 400 mg, 0.751 mmol) in acetone (5 mL) was dropwise added a solution of sulfuric acid (500 mg, 5.1 mmol) in ethyl acetate (5 mL) The precipitate that formed was filtered and washed with acetone, followed by hexane to give the desired product salt as a crystalline white powder (460 mg, 97%). MS m/z 533.4 (M+H)+; calcd. mass 532. Retention time (LC-MS)... The yield is 97.0%. Reactants: C(C)(C)(C)C1=NN(C(=C1)NC(=O)NC1=C(C=C(OC2=CC(=NC=C2)C(=O)NC)C=C1)F)C1=CC(=CC=C1)CO (4-{4-[({3-tert-butyl-1-[3-(hydroxymethyl)phenyl]-1H-pyrazol-5-yl}carbamoyl)amino]-3-fluorophenoxy}-N-methylpyridine-2-carboxamide), S(O)(O)(=O)=O (sulfuric acid). Reactants: C(=O)(OC)C=1NC(=C2NC(NC(C21)=O)=O)C2=CC=CC=C2 (5-Carbomethoxy-7-phenyl-6H-pyrrolo[3,4-d]pyrimidine-2,4(1H,3H)-dione), NC1=C(NC(=C1C(=O)OC)C(=O)OC)C1=CC=CC=C1 (3-amino-4,5-dicarbomethoxy-2-phenyl-pyrrole), [N-]=C=O.[Na+] (sodium isocyanate). Yields the product C(=O)(OC)C=1C(=C(NC1C(=O)OC)C1=CC=CC=C1)NC(=O)N (4,5-dicarbomethoxy-2-phenyl-3-ureido-pyrrole). Reaction SMILES: [C:1]([C:5]1[NH:6][C:7]([C:16]2[CH:21]=[CH:20][CH:19]=[CH:18][CH:17]=2)=[C:8]2[C:13]=1[C:12](=[O:14])[NH:11][C:10](=[O:15])[NH:9]2)([O:3][CH3:4])=[O:2].NC1C([C:28](OC)=[O:29])=C(C(OC)=O)NC=1C1C=CC=CC=1.[N-]=C=O.[Na+]>>[C:12]([C:13]1[C:8]([NH:9][C:10]([NH2:11])=[O:15])=[C:7]([C:16]2[CH:21]=[CH:20][CH:19]=[CH:18][CH:17]=2)[NH:6][C:5]=1[C:1]([O:3][CH3:4])=[O:2])([O:29][CH3:28])=[O:14] |f:2.3|. Procedure details: 5-Carbomethoxy-7-phenyl-6H-pyrrolo[3,4-d]pyrimidine-2,4(1H,3H)-dione, from 3-amino-4,5-dicarbomethoxy-2-phenyl-pyrrole and sodium isocyanate. The intermediate 4,5-dicarbomethoxy-2-phenyl-3-ureido-pyrrole is isolated. M.p. 246°-8° C (from methanol/water). Yield of the title compound 88.5%. M.p. 320°-7° C. (from methanol/water). Reactants: Intermediate 27, BrC1=NC=C(C=C1)Br (2,5-dibromopyridine), FC1=C(C=C(C=C1)OC(C)C)B(O)O (2-fluoro-5-isopropoxyphenylboronic acid). The product is BrC=1C=CC(=NC1)C1=C(C=CC(=C1)OC(C)C)F (5-Bromo-2-(2-fluoro-5-isopropoxyphenyl)pyridine). The yield is 45.0%. Reaction SMILES: Br[C:2]1[CH:7]=[CH:6][C:5]([Br:8])=[CH:4][N:3]=1.[F:9][C:10]1[CH:15]=[CH:14][C:13]([O:16][CH:17]([CH3:19])[CH3:18])=[CH:12][C:11]=1B(O)O>>[Br:8][C:5]1[CH:6]=[CH:7][C:2]([C:15]2[CH:14]=[C:13]([O:16][CH:17]([CH3:18])[CH3:19])[CH:12]=[CH:11][C:10]=2[F:9])=[N:3][CH:4]=1. Reported procedure: Obtained (0.600 g, yield 45%) following the procedure described in Intermediate 27, starting with 2,5-dibromopyridine (4.22 mmol, 1.0 g), 2-fluoro-5-isopropoxyphenylboronic acid (4.22 mmol, 0.836 g). Starting materials: C=Cc1ccc(NC(=O)Nc2ccc(-n3cnc4c(N(C)C(=O)OC(C)(C)C)ncnc43)cc2)cc1C(F)(F)F, [O-][I+3]([O-])([O-])[O-], [Na+], C1CCOC1, O, O=[Os](=O)(=O)=O. Yields the product CN(C(=O)OC(C)(C)C)c1ncnc2c1ncn2-c1ccc(NC(=O)Nc2ccc(C=O)c(C(F)(F)F)c2)cc1. Reaction SMILES: [C:1]([CH3:2])([CH3:3])([CH3:4])[O:5][C:6]([N:7]([c:8]1[c:9]2[n:10][cH:11][n:12](-[c:17]3[cH:18][cH:19][c:20]([NH:23][C:24](=[O:25])[NH:26][c:27]4[cH:28][c:29]([C:35]([F:36])([F:37])[F:38])[c:30]([CH:33]=[CH2:34])[cH:31][cH:32]4)[cH:21][cH:22]3)[c:13]2[n:14][cH:15][n:16]1)[CH3:39])=[O:40].[I+3:41]([O-:42])([O-:43])([O-:44])[O-:45].[Na+:46].[O:47]1[CH2:48][CH2:49][CH2:50][CH2:51]1.[OH2:52].[Os:53](=[O:54])(=[O:55])(=[O:56])=[O:57]>>[C:1]([CH3:2])([CH3:3])([CH3:4])[O:5][C:6]([N:7]([c:8]1[c:9]2[n:10][cH:11][n:12](-[c:17]3[cH:18][cH:19][c:20]([NH:23][C:24](=[O:25])[NH:26][c:27]4[cH:28][c:29]([C:35]([F:36])([F:37])[F:38])[c:30]([CH:33]=[O:42])[cH:31][cH:32]4)[cH:21][cH:22]3)[c:13]2[n:14][cH:15][n:16]1)[CH3:39])=[O:40].